This data is from the Open Reaction Database (ORD), a public repository of structured organic reaction records. The task is: describe an organic reaction: reactants, conditions, products, and yield RXN SMILES: S(=O)(=O)(O)O.[CH2:6]([N:13]1[C:17](=O)[C@H:16]([OH:19])[C@@H:15]([OH:20])[C:14]1=O)[C:7]1[CH:12]=[CH:11][CH:10]=[CH:9][CH:8]=1.B.[Na].Cl>COCCOC.O.CO>[CH2:6]([N:13]1[CH2:17][C@H:16]([OH:19])[C@@H:15]([OH:20])[CH2:14]1)[C:7]1[CH:8]=[CH:9][CH:10]=[CH:11][CH:12]=1 |f:2.3,^1:22|. Yield: 52.1%. Reactants: Cl (hydrochloric acid), S(O)(O)(=O)=O (sulfuric acid), C(C1=CC=CC=C1)N1C([C@@H]([C@H](C1=O)O)O)=O ((3R,4R)-1-benzyl-3,4-dihydroxy-2,5-pyrrolidine dione), B.[Na] (sodium boron hydride). Solvent: CO (MeOH), COCCOC (DME), COCCOC (1,2-dimethoxyethane), O (water). The product is C(C1=CC=CC=C1)N1C[C@@H]([C@H](C1)O)O ((3S,4S)-1-benzyl-3,4-dihydroxypyrrolidine). Procedure: A solution of 32.2 ml (0.6 mole) sulfuric acid in 100 ml DME was added dropwise to a suspension of 66.4 g (0.3 mole) (3R,4R)-1-benzyl-3,4-dihydroxy-2,5-pyrrolidine dione (IIb) and 45.6 g (1.2 moles) sodium boron hydride in 400 ml 1,2-dimethoxyethane (DME) within 2.5 h at room temperature. The mixture was then agitated 4 h at 75° C. After it cooled off, 75 ml MeOH were added and the mixture rotated in to dryness. The residue was taken up in 300 ml water and compounded with 50 ml conc. hydrochlori... Run at temperature 75 celsius, time 4 hour. Reactants: NC1CCC(N2N(C1=O)C(CCC2)C(=O)OC(C)(C)C)=O (t-butyl 9-amino-6,10-dioxo-1,2,3,4,7,8,9,10-octahydro-6H-pyridazino[1,2-a][1,2]diazepine-1-carboxylate), C(C)(C)N(CC)C(C)C (diisopropylethylamine), CS(=O)(=O)Cl (methanesulphonyl chloride). The solvent is CCOC(=O)C (EtOAc), C(Cl)Cl (CH2Cl2). Run at time 1 hour. The product is O=C1N2N(C([C@H](CC1)NS(=O)(=O)C)=O)[C@@H](CCC2)C(=O)OC(C)(C)C ((1S, 9S) t-Butyl 6,10-dioxo-9-methylsulphonylamino-1,2,3,4,7,8,9,10-octahydro-6H-pyridazino-[1,2-a](1,2]diazepine-1-carboxylate). Isolated yield 76.9%. RXN SMILES: [NH2:1][CH:2]1[C:8](=[O:9])[N:7]2[CH:10]([C:14]([O:16][C:17]([CH3:20])([CH3:19])[CH3:18])=[O:15])[CH2:11][CH2:12][CH2:13][N:6]2[C:5](=[O:21])[CH2:4][CH2:3]1.C(N(C(C)C)CC)(C)C.[CH3:31][S:32](Cl)(=[O:34])=[O:33]>C(Cl)Cl.CCOC(C)=O>[O:21]=[C:5]1[CH2:4][CH2:3][C@H:2]([NH:1][S:32]([CH3:31])(=[O:34])=[O:33])[C:8](=[O:9])[N:7]2[C@H:10]([C:14]([O:16][C:17]([CH3:18])([CH3:20])[CH3:19])=[O:15])[CH2:11][CH2:12][CH2:13][N:6]12. Reported procedure: A solution of t-butyl 9-amino-6,10-dioxo-1,2,3,4,7,8,9,10-octahydro-6H-pyridazino[1,2-a][1,2]diazepine-1-carboxylate (GB 2,128,984; 831mg, 2.79 mmol) and diisopropylethylamine (1.22 ml, 6.99 mmol, 2.5 equiv) in CH2Cl2 (10 ml) under dry nitrogen was treated with methanesulphonyl chloride (237 μl, 3.07 mmol 1.1 equiv). The mixture was stirred for 1 h, diluted with EtOAc (75 ml) and washed with saturated NaHCO3 (50 ml) and saturated aqueous sodium chloride (30 ml), dried (MgSO4) and concentrated. F... Starting materials: S(=O)(Cl)Cl (Thionyl chloride), C[N-]C (dimethyl amide), C(C)(C)(C)C1=CC=C(C=C1)S(=O)(=O)NC1=C(C(=O)O)C=C(C(=C1)F)Cl (2-(4-tert-Butyl-benzenesulfonylamino)-5-chloro-4-fluoro-benzoic acid), CNC (dimethylamine). The reagents and catalysts are reaction mixture. Run in CCCCCC (Hexane), C1CCOC1 (THF). Yields the product C(C)(C)(C)C1=CC=C(C=C1)S(=O)(=O)NC1=C(C(=O)Cl)C=C(C=C1)Cl (2-(4-tert-butyl-benzenesulfonylamino)-5-chloro-benzoyl chloride). Reaction SMILES: S(Cl)([Cl:3])=O.[C:5]([C:9]1[CH:14]=[CH:13][C:12]([S:15]([NH:18][C:19]2[CH:27]=[C:26](F)[C:25]([Cl:29])=[CH:24][C:20]=2[C:21]([OH:23])=O)(=[O:17])=[O:16])=[CH:11][CH:10]=1)([CH3:8])([CH3:7])[CH3:6].CNC.C[N-]C>C1COCC1.CCCCCC>[C:5]([C:9]1[CH:14]=[CH:13][C:12]([S:15]([NH:18][C:19]2[CH:27]=[CH:26][C:25]([Cl:29])=[CH:24][C:20]=2[C:21]([Cl:3])=[O:23])(=[O:17])=[O:16])=[CH:11][CH:10]=1)([CH3:7])([CH3:8])[CH3:6]. Procedure details: Thionyl chloride (220 mL, 3.02 mol) was introduced to a 1 L round bottom flask fitted with a magnetic stir bar. 2-(4-tert-Butyl-benzenesulfonylamino)-5-chloro-4-fluoro-benzoic acid (22 g, 57.0 mmol) was added under rapid agitation and the mixture was heated at reflux under a nitrogen atmosphere. The reaction progress was monitored by the addition of a few drops of the reaction mixture into ˜1 mL of 2.0 M dimethylamine in THF, followed by LCMS analysis. Complete conversion to the dimethyl amide w... Starting materials: C(C)C(C=CCNC(=O)C=1C=NC(=CC1)N)=CC (N-(4-ethyl-2,4-hexadien-1-yl)-6-amino-3-pyridinecarboxamide), CS(=O)(=O)Cl (methanesulfonyl chloride). Run in N1=CC=CC=C1 (pyridine). Product: C(C)C(C=CCNC(=O)C=1C=NC(=CC1)NS(=O)(=O)C)=CC (N-(4-ethyl-2,4-hexadien-1-yl)-6-methansulfonamido-3-pyridinecarboxamide). Reaction SMILES: [CH2:1]([C:3](=[CH:17][CH3:18])[CH:4]=[CH:5][CH2:6][NH:7][C:8]([C:10]1[CH:11]=[N:12][C:13]([NH2:16])=[CH:14][CH:15]=1)=[O:9])[CH3:2].[CH3:19][S:20](Cl)(=[O:22])=[O:21]>N1C=CC=CC=1>[CH2:17]([C:3](=[CH:1][CH3:2])[CH:4]=[CH:5][CH2:6][NH:7][C:8]([C:10]1[CH:11]=[N:12][C:13]([NH:16][S:20]([CH3:19])(=[O:22])=[O:21])=[CH:14][CH:15]=1)=[O:9])[CH3:18]. Procedure: A solution of N-(4-ethyl-2,4-hexadien-1-yl)-6-amino-3-pyridinecarboxamide (3.0 g) and methanesulfonyl chloride (1.54 g) in pyridine (25 ml) was stirred at 50° C. for 3 hours. The reaction mixture was evaporated in vacuo and the residue was dissolved in ethyl acetate. The solution was washed with 0.5N hydrochloric acid and brine, dried over anhydrous magnesium sulfate, and evaporated in vacuo. The residue was chromatographed on silica gel (3% methanol-chloroform) to give N-(4-ethyl-2,4-hexadien-1... The reactants are CCO, CCOC(C)=O, COC(=S)NCc1cn(-c2ccc(N3CCC(=O)CC3)c(F)c2)nn1, N#CCC#N. The product is COC(=S)NCc1cn(-c2ccc(N3CCC(=C(C#N)C#N)CC3)c(F)c2)nn1. As a reaction SMILES: [CH3:31][CH2:32][OH:33].[CH3:34][CH2:35][O:36][C:37](=[O:38])[CH3:39].[CH3:6][O:7][C:8]([NH:9][CH2:10][c:11]1[n:12][n:13][n:14](-[c:16]2[cH:17][c:18]([F:29])[c:19]([N:22]3[CH2:23][CH2:24][C:25](=[O:28])[CH2:26][CH2:27]3)[cH:20][cH:21]2)[cH:15]1)=[S:30].[N:1]#[C:2][CH2:3][C:4]#[N:5]>>[N:1]#[C:2][C:3]([C:4]#[N:5])=[C:25]1[CH2:24][CH2:23][N:22]([c:19]2[c:18]([F:29])[cH:17][c:16](-[n:14]3[n:13][n:12][c:11]([CH2:10][NH:9][C:8]([O:7][CH3:6])=[S:30])[cH:15]3)[cH:21][cH:20]2)[CH2:27][CH2:26]1. Starting materials: FC(C(=O)O)(F)F.COC(CNC([C@@H](N)COCC=C)=O)=O (O-allyl L-seryl glycine methyl ester trifluoroacetate), C(C)(C)(C)OC(=O)N[C@@H](COCC=C)C(=O)NC(C(=O)N[C@@H](C(C)C)C(=O)O)(C)C (N-tert-butoxycarbonyl O-allyl L-seryl α,α-dimethylglycyl L-valine), C(C)(C)N(C(C)C)CC (N,N-diisopropylethyl amine), C1=CC=C2C(=C1)N=NN2O.O (HOBt hydrate), CCN=C=NCCCN(C)C.Cl (EDC hydrochloride). The solvent is C(Cl)Cl (CH2Cl2), C(Cl)Cl (CH2Cl2). Reaction conditions: temperature 0 celsius, time 30 minute. The product is COC(CNC([C@@H](NC([C@@H](NC(C(NC([C@@H](NC(=O)OC(C)(C)C)COCC=C)=O)(C)C)=O)C(C)C)=O)COCC=C)=O)=O (N-tert-butoxycarbonyl O-allyl L-seryl α,α-dimethylglycyl L-valyl O-allyl L-seryl glycine methyl ester). The yield is 73.0%. As a reaction SMILES: FC(F)(F)C(O)=O.[CH3:8][O:9][C:10](=[O:22])[CH2:11][NH:12][C:13](=[O:21])[C@H:14]([CH2:16][O:17][CH2:18][CH:19]=[CH2:20])[NH2:15].[C:23]([O:27][C:28]([NH:30][C@H:31]([C:37]([NH:39][C:40]([CH3:52])([CH3:51])[C:41]([NH:43][C@H:44]([C:48](O)=[O:49])[CH:45]([CH3:47])[CH3:46])=[O:42])=[O:38])[CH2:32][O:33][CH2:34][CH:35]=[CH2:36])=[O:29])([CH3:26])([CH3:25])[CH3:24].C(N(CC)C(C)C)(C)C.C1C=C2N=NN(O)C2=CC=1.O.CCN=C=NCCCN(C)C.Cl>C(Cl)Cl>[CH3:8][O:9][C:10](=[O:22])[CH2:11][NH:12][C:13](=[O:21])[C@H:14]([CH2:16][O:17][CH2:18][CH:19]=[CH2:20])[NH:15][C:48](=[O:49])[C@H:44]([CH:45]([CH3:46])[CH3:47])[NH:43][C:41](=[O:42])[C:40]([CH3:52])([CH3:51])[NH:39][C:37](=[O:38])[C@H:31]([CH2:32][O:33][CH2:34][CH:35]=[CH2:36])[NH:30][C:28]([O:27][C:23]([CH3:26])([CH3:24])[CH3:25])=[O:29] |f:0.1,4.5,6.7|. Procedure details: O-allyl L-seryl glycine methyl ester trifluoroacetate 20 (4.42 g, 13.4 mmol) was dissolved in CH2Cl2 (40 mL) and N-tert-butoxycarbonyl O-allyl L-seryl α,α-dimethylglycyl L-valine 16 (5.75 g, 13.4 mmol) added. N,N-diisopropylethyl amine (1.73 g, 13.4 mmol) and HOBt hydrate (2.05 g, 13.4 mmol) were added and the solution cooled to 0° C. EDC hydrochloride (2.82 g, 14.7 mmol) was added in small portions together with 10 mL CH2Cl2. The reaction mixture was stirred for 1 h 30 min at 0° C. after which ... Starting materials: ClC=1C=CC=2N(N1)C=CN2 (6-chloro-imidazo[1,2-b]pyridazine), N1CCNCC1 (piperazine). Reaction conditions: temperature 120 celsius, time 2 hour. Product: N1(CCNCC1)C=1C=CC=2N(N1)C=CN2 (6-piperazin-1-yl-imidazo[1,2-b]pyridazine). RXN SMILES: Cl[C:2]1[CH:3]=[CH:4][C:5]2[N:6]([CH:8]=[CH:9][N:10]=2)[N:7]=1.[NH:11]1[CH2:16][CH2:15][NH:14][CH2:13][CH2:12]1>>[N:11]1([C:2]2[CH:3]=[CH:4][C:5]3[N:6]([CH:8]=[CH:9][N:10]=3)[N:7]=2)[CH2:16][CH2:15][NH:14][CH2:13][CH2:12]1. Procedure details: An intimate mixture of 6-chloro-imidazo[1,2-b]pyridazine [6775-88-6] (4.1 g, 26.5 mmol and piperazine [110-85-0] (11.4 g, 132.8 mmol) was heated to 120° C. and stirred as a melt under N2 blanket for 2 h. The cooled reaction was partitioned between water and ethyl acetate, the extract dried (MgSO4), and evaporated to yield 5.6 g of 6-piperazin-1-yl-imidazo[1,2-b]pyridazine which, without purification, was suspended in ethyl acetate (250 mL). To this stirred mixture was added Hunig's base [7087-68... Reactants: NNC(=O)N.Cl (NH2NHCONH2.HCl), TEA, N([C@@H](CC1=CC=CC=C1)C(=O)O)C(=O)OCC1=CC=CC=C1 (Z-Phe-OH), C1C2C=CC1C3C2C(=O)N(C3=O)O (HONB), C1CCC(CC1)N=C=NC2CCCCC2 (DCC). Solvent: O (water), CN(C)C=O (DMF). Reaction conditions: time 24 hour. Yields the product N([C@@H](CC1=CC=CC=C1)C(=O)NNC(=O)N)C(=O)OCC1=CC=CC=C1 (Z-Phe-NHNHCONH2). RXN SMILES: [NH2:1][NH:2][C:3]([NH2:5])=[O:4].Cl.[NH:7]([C:19]([O:21][CH2:22][C:23]1[CH:28]=[CH:27][CH:26]=[CH:25][CH:24]=1)=[O:20])[C@H:8]([C:16](O)=[O:17])[CH2:9][C:10]1[CH:15]=[CH:14][CH:13]=[CH:12][CH:11]=1.C1C2C3C(=O)N(O)C(=O)C3C1C=C2.C1CCC(N=C=NC2CCCCC2)CC1>O.CN(C=O)C>[NH:7]([C:19]([O:21][CH2:22][C:23]1[CH:28]=[CH:27][CH:26]=[CH:25][CH:24]=1)=[O:20])[C@H:8]([C:16]([NH:1][NH:2][C:3]([NH2:5])=[O:4])=[O:17])[CH2:9][C:10]1[CH:11]=[CH:12][CH:13]=[CH:14][CH:15]=1 |f:0.1|. Procedure details: In 5 ml of water is dissolved 2.50 g (22 mM) of NH2NHCONH2.HCl, the solution is neutralized with 3.14 ml of TEA, and 40 ml of DMF is added. To this solution are added 3.0 g of Z-Phe-OH, 2.0 g of HONB and 2.3 g of DCC. The mixture is stirred for 24 hours, the precipitated DCU filtered off, the solvent distilled off and the residue dissolved in 200 ml of ethyl acetate. The solution is washed with aqueous sodium hydrogen carbonate and water in that order and dried over anhydrous sodium sulfate. The... Starting materials: C(C)N(C1=C(C=CC(=C1)OC)[C@H]1CC=2C=CC(=CC2CC1)OC(C(C)(C)C)=O)C(C1=CC=C(C=C1)O)=O (pivalic acid (R)-6-{2-[ethyl(4-hydroxybenzoyl)amino]-4-methoxyphenyl}-5,6,7,8-tetrahydronaphthalen-2-yl ester), ClCC(=O)N(C)CCCOC (2-chloro-N-(3-methoxypropyl)-N-methylacetamide). The product is C(C)N(C1=C(C=CC(=C1)OC)[C@H]1CC=2C=CC(=CC2CC1)O)CC1=CC=C(C=C1)OCCN(C)CCCOC ((R)-6-{2-{Ethyl{4-{2-[(3-methoxypropyl)methylamino]ethoxy}benzyl}amino}-4-methoxyphenyl}-5,6,7,8-tetrahydronaphthalen-2-ol). Yield: 110.5%. As a reaction SMILES: C(N(C(=O)C1C=CC(O)=CC=1)C1C=C(OC)[CH:7]=[CH:6][C:5]=1[C@@H:12]1[CH2:21][CH2:20][C:19]2[CH:18]=[C:17]([O:22]C(=O)C(C)(C)C)[CH:16]=[CH:15][C:14]=2[CH2:13]1)C.Cl[CH2:39][C:40]([N:42]([CH2:44][CH2:45][CH2:46][O:47][CH3:48])[CH3:43])=O>>[CH2:40]([N:42]([CH2:43][C:14]1[CH:19]=[CH:18][C:17]([O:22][CH2:39][CH2:40][N:42]([CH2:44][CH2:45][CH2:46][O:47][CH3:48])[CH3:43])=[CH:16][CH:15]=1)[C:44]1[CH:45]=[C:46]([O:47][CH3:48])[CH:7]=[CH:6][C:5]=1[C@@H:12]1[CH2:21][CH2:20][C:19]2[CH:18]=[C:17]([OH:22])[CH:16]=[CH:15][C:14]=2[CH2:13]1)[CH3:39]. Procedure details: Synthesized from pivalic acid (R)-6-{2-[ethyl(4-hydroxybenzoyl)amino]-4-methoxyphenyl}-5,6,7,8-tetrahydronaphthalen-2-yl ester (15 mg) and 2-chloro-N-(3-methoxypropyl)-N-methylacetamide (10 mg) according to an analogous synthetic method to Example 404 and purified by LC-MS, the title compound (8.8 mg) was obtained. Reactants: CC(C)(C)c1cc(C(C)(C)C)c([N+](=O)[O-])c(O)c1O, CCO. The product is CC(C)(C)c1cc(C(C)(C)C)c(O)c(O)c1N. As a reaction SMILES: [C:1]([CH3:2])([CH3:3])([CH3:4])[c:5]1[c:6]([N+:17]([O-:18])=[O:19])[c:7]([OH:16])[c:8]([OH:15])[c:9]([C:11]([CH3:12])([CH3:13])[CH3:14])[cH:10]1.[CH3:20][CH2:21][OH:22]>>[C:1]([CH3:2])([CH3:3])([CH3:4])[c:5]1[c:6]([NH2:17])[c:7]([OH:16])[c:8]([OH:15])[c:9]([C:11]([CH3:12])([CH3:13])[CH3:14])[cH:10]1.